From a dataset of the Open Reaction Database (ORD), a public repository of structured organic reaction records. describe an organic reaction: reactants, conditions, products, and yield Starting materials: CC(C)(C)[Si](C)(C)OCC1CC(O)CCC1NC(=O)OCc1ccccc1, ClCCl. Product: CC(C)(C)[Si](C)(C)OCC1CC(=O)CCC1NC(=O)OCc1ccccc1. As a reaction SMILES: [C:1]([CH3:2])([CH3:3])([CH3:4])[Si:5]([O:6][CH2:7][CH:8]1[CH:9]([NH:15][C:16]([O:17][CH2:18][c:19]2[cH:20][cH:21][cH:22][cH:23][cH:24]2)=[O:25])[CH2:10][CH2:11][CH:12]([OH:14])[CH2:13]1)([CH3:26])[CH3:27].[Cl:28][CH2:29][Cl:30]>>[C:1]([CH3:2])([CH3:3])([CH3:4])[Si:5]([O:6][CH2:7][CH:8]1[CH:9]([NH:15][C:16]([O:17][CH2:18][c:19]2[cH:20][cH:21][cH:22][cH:23][cH:24]2)=[O:25])[CH2:10][CH2:11][C:12](=[O:14])[CH2:13]1)([CH3:26])[CH3:27]. The reactants are C(C)O[SiH](OCC)OCC (triethoxysilane), CN(C([O-])=O)C.C[NH2+]C (dimethylammonium dimethylcarbamate), C(C)O[SiH](OCC)OCC (triethoxysilane). Reaction conditions: temperature 50 celsius. Yields the product C(C)O[Si](OCC)(OCC)OCC (tetraethoxysilane). Yield: 22.0%. RXN SMILES: [CH2:1]([O:3][SiH:4]([O:8][CH2:9][CH3:10])[O:5][CH2:6][CH3:7])[CH3:2].CN(C)[C:13](=[O:15])[O-].[CH3:17][NH2+]C>>[CH2:1]([O:3][Si:4]([O:15][CH2:13][CH3:17])([O:8][CH2:9][CH3:10])[O:5][CH2:6][CH3:7])[CH3:2] |f:1.2|. Reported procedure: A round bottomed, three necked, 50 ml flask equipped with a magnetic stirring unit, thermometer and constant pressure addition funnel was flushed with argon. The flask was then charged with 7.8 gm (48 mmole) of triethoxysilane and 6.3 gm (48 mmole) of dimethylammonium dimethylcarbamate. The flask an its contents were heated with stirring under argon by means of a heating mantle to 50° C. As determined by glpc the triethoxysilane was consumed after three hours at 50° C. As determined by normalize... Starting materials: B, O=C(O)C1CCCN1C(=O)OCc1ccccc1, C1CCOC1, CSC, O. Yields the product O=C(OCc1ccccc1)N1CCCC1CO. RXN SMILES: [BH3:22].[C:1](=[O:2])([O:3][CH2:4][c:5]1[cH:6][cH:7][cH:8][cH:9][cH:10]1)[N:11]1[CH:12]([C:13](=[O:14])[OH:15])[CH2:16][CH2:17][CH2:18]1.[CH2:24]1[O:25][CH2:26][CH2:27][CH2:28]1.[CH3:19][S:20][CH3:21].[OH2:23]>>[C:1](=[O:2])([O:3][CH2:4][c:5]1[cH:6][cH:7][cH:8][cH:9][cH:10]1)[N:11]1[CH:12]([CH2:13][OH:14])[CH2:16][CH2:17][CH2:18]1. The reactants are C1(CCCCC1)CN1C(=O)N(C(=O)C(=C1N)N)CC1CCCCC1 (1,3-Bis(cyclohexylmethyl)-5,6-diaminouracil), [O-]S(=O)(=S)[O-].[Na+].[Na+] (Na2S2O3), C(C)O (ethanol), Terepthaldehyde monodiethylacetal, II (iodine crystals). Run at time 3 hour. Product: C1(CCCCC1)CN1C(N(C=2NC(=NC2C1=O)C1=CC=C(C=O)C=C1)CC1CCCCC1)=O (4-[1,3-Bis(cyclohexylmethyl)-1,2,3,6-tetrahydro-2,6-dioxo-9H-purin-8-yl]benzaldehyde). The yield is 82.0%. RXN SMILES: [CH:1]1([CH2:7][N:8]2[C:15]([NH2:16])=[C:14]([NH2:17])[C:12](=[O:13])[N:11]([CH2:18][CH:19]3[CH2:24][CH2:23][CH2:22][CH2:21][CH2:20]3)[C:9]2=[O:10])[CH2:6][CH2:5][CH2:4][CH2:3][CH2:2]1.II.[O-]S([O-])(=S)=O.[Na+].[Na+].[CH2:34]([OH:36])[CH3:35]>>[CH:19]1([CH2:18][N:11]2[C:12](=[O:13])[C:14]3[N:17]=[C:7]([C:1]4[CH:6]=[CH:5][C:35]([CH:34]=[O:36])=[CH:3][CH:2]=4)[NH:16][C:15]=3[N:8]([CH2:7][CH:1]3[CH2:2][CH2:3][CH2:4][CH2:5][CH2:6]3)[C:9]2=[O:10])[CH2:24][CH2:23][CH2:22][CH2:21][CH2:20]1 |f:2.3.4|. Procedure: 1,3-Bis(cyclohexylmethyl)-5,6-diaminouracil (143.5 mmol) was freshly prepared as described in Example 1d and dissolved in absolute ethanol (1 L). Terepthaldehyde monodiethylacetal (Aldrich, 28.54 ml, 143.5 mmol) was added and the solution was stirred at room temperature for 3h. The reaction mixture was concentrated at reduced pressure. and residual ethanol was removed by evaporation from dimethoxyethane (400 ml). The resulting yellow solid was dissolved in dimethoxyethane (1 L) and iodine crysta... Starting materials: diisopropylazidodicarboxylate, O[C@@H]1C[C@@H]2CC[C@H]3[C@@H]4CC[C@H](C(C)=O)[C@]4(CC[C@@H]3[C@]2(CC1)C)C (3β-hydroxy-5α-pregnan-20-one), C1(=CC=CC=C1)P(C1=CC=CC=C1)C1=CC=CC=C1 (triphenylphosphine), C(C(C)C)(=O)O (isobutyric acid), C1(=CC=CC=C1)P(C1=CC=CC=C1)C1=CC=CC=C1 (Triphenylphosphine), DIAD, C(C(C)C)(=O)O (isobutyric acid). The solvent is O1CCCC1 (THF), O1CCCC1 (tetrahydrofuran). Reaction conditions: time 8 hour. Yields the product C(C(C)C)O[C@H]1C[C@@H]2CC[C@H]3[C@@H]4CC[C@H](C(C)=O)[C@]4(CC[C@@H]3[C@]2(CC1)C)C (3α-Isobutyloxy-5α-pregnan-20-one). As a reaction SMILES: [OH:1][C@H:2]1[CH2:21][CH2:20][C@@:19]2([CH3:22])[C@@H:4]([CH2:5][CH2:6][C@@H:7]3[C@@H:18]2[CH2:17][CH2:16][C@@:15]2([CH3:23])[C@H:8]3[CH2:9][CH2:10][C@@H:11]2[C:12](=[O:14])[CH3:13])[CH2:3]1.C1(P(C2C=CC=CC=2)C2C=CC=CC=2)C=CC=CC=1.[C:43](O)(=O)[CH:44]([CH3:46])[CH3:45]>O1CCCC1>[CH2:43]([O:1][C@@H:2]1[CH2:21][CH2:20][C@@:19]2([CH3:22])[C@@H:4]([CH2:5][CH2:6][C@@H:7]3[C@@H:18]2[CH2:17][CH2:16][C@@:15]2([CH3:23])[C@H:8]3[CH2:9][CH2:10][C@@H:11]2[C:12](=[O:14])[CH3:13])[CH2:3]1)[CH:44]([CH3:46])[CH3:45]. Procedure details: To a stirred solution of 3β-hydroxy-5α-pregnan-20-one (8 g, 318.5 g/m, 25 mmol) in 200 mL of freshly distilled tetrahydrofuran (THF), triphenylphosphine (9.88 g, 262.3 g/m, 38 mmol), and isobutyric acid (3.5 mL) were added. To this stirred reaction mixture at room temperature was added a solution of diisopropylazidodicarboxylate (DIAD, 7.42 mL, 1.027 g/mL, 202.2 g/m, 38 mmol) in 75 mL of THF dropwise over a period of 10 minutes. The solution was stirred overnight. TLC indicated that the reaction... Starting materials: C(OC(CCCC)Cl)(OC1=CC=CC=C1)=O (1-Chloropentyl phenyl carbonate), C(C)(=O)NC=1C(=C(C(=C(C1I)C(=O)[O-])I)N(C)C(C)=O)I.[K+] (potassium 5-(N-acetylamino)-3-(N-acetyl-N-methylamino)-2,4,6-triiodobenzenecarboxylate), [I-].[Na+] (sodium iodide). Run in CN(C)C=O (DMF). Run at temperature 50 celsius, time 2 day. Product: C(C)(=O)NC=1C(=C(C(=C(C1I)C(=O)OC(CCCC)OC(=O)OC1=CC=CC=C1)I)N(C)C(C)=O)I (1-(Phenyloxycarbonyloxy)pentyl 5-(N-acetylamino)-3-(N-acetyl-N-methylamino)-2,4,6-triiodobenzenecarboxylate). As a reaction SMILES: [C:1](=[O:16])([O:9][C:10]1[CH:15]=[CH:14][CH:13]=[CH:12][CH:11]=1)[O:2][CH:3](Cl)[CH2:4][CH2:5][CH2:6][CH3:7].[C:17]([NH:20][C:21]1[C:22]([I:37])=[C:23]([N:32]([C:34](=[O:36])[CH3:35])[CH3:33])[C:24]([I:31])=[C:25]([C:28]([O-:30])=[O:29])[C:26]=1[I:27])(=[O:19])[CH3:18].[K+].[I-].[Na+]>CN(C=O)C>[C:17]([NH:20][C:21]1[C:22]([I:37])=[C:23]([N:32]([C:34](=[O:36])[CH3:35])[CH3:33])[C:24]([I:31])=[C:25]([C:28]([O:30][CH:3]([O:2][C:1]([O:9][C:10]2[CH:15]=[CH:14][CH:13]=[CH:12][CH:11]=2)=[O:16])[CH2:4][CH2:5][CH2:6][CH3:7])=[O:29])[C:26]=1[I:27])(=[O:19])[CH3:18] |f:1.2,3.4|. Reported procedure: 1-Chloropentyl phenyl carbonate (0.14 g, 0.58 mmol) was added at room temperature to a solution of potassium 5-(N-acetylamino)-3-(N-acetyl-N-methylamino)-2,4,6-triiodobenzenecarboxylate (0.35 g, 0.53 mmol) and sodium iodide (0,008 g, 0.053 mmol) in dry DMF (3 ml). After stirring at 50° C. for 5 hours and at room temperature for 2 days the solvent was removed at reduced pressure. The residue was suspended in chloroform (15 ml) and washed four times with a saturated sodium hydrogen carbonate solut... The reactants are [Mn](=O)(=O)(=O)[O-].[K+] (potassium permanganate), O (water), O (water), [Na] (sodium), CC1([C@@H](N2[C@H](S1)CC2=O)C(=O)O)C (penicillanic acid). Solvent: C(C)(=O)O (acetic acid). Conditions: temperature 5 celsius, time 20 minute. The product is CC1([C@@H](N2[C@H](S1(=O)=O)CC2=O)C(=O)O)C (Penicillanic Acid 1,1-Dioxide). The yield is 78.0%. Reaction SMILES: [Mn]([O-])(=O)(=O)=[O:2].[K+].[Na].[CH3:8][C:9]1([CH3:20])[S:13][C@@H:12]2[CH2:14][C:15](=[O:16])[N:11]2[C@H:10]1[C:17]([OH:19])=[O:18].[OH2:21]>C(O)(=O)C>[CH3:8][C:9]1([CH3:20])[S:13](=[O:2])(=[O:21])[C@@H:12]2[CH2:14][C:15](=[O:16])[N:11]2[C@H:10]1[C:17]([OH:19])=[O:18] |f:0.1,^1:6|. Procedure details: To a solution of 6.51 g. (41 mmole) of potassium permanganate in 130 ml. of water and 4.95 ml. of glacial acetic acid, cooled to ca. 5° C., was added a cold (ca. 5° C.) solution of 4.58 g. (21 mmole) of the sodium salt of penicillanic acid in 50 ml. of water. The mixture was stirred at ca. 5° C. for 20 minutes and then the cooling bath was removed. Solid sodium bisulfite was added until the color of the potassium permanganate had been discharged, and then the mixture was filtered. To the aqueous...